describe an organic reaction: reactants, conditions, products, and yield From a dataset of the Open Reaction Database (ORD), a public repository of structured organic reaction records. Reactants: NC1=C(C=C(C=C1)SCC1=CC=CC=C1)/C=C/C(=O)OCC ((E)-ethyl 3-(2-amino-5-(benzylthio)phenyl)acrylate), BrC1=C(C=C(C(=C1)C)I)F (1-bromo-2-fluoro-4-iodo-5-methylbenzene), C([O-])([O-])=O.[Cs+].[Cs+] (cesium carbonate). Reagents/catalysts: C=1C=CC(=CC1)/C=C/C(=O)/C=C/C2=CC=CC=C2.C=1C=CC(=CC1)/C=C/C(=O)/C=C/C2=CC=CC=C2.C=1C=CC(=CC1)/C=C/C(=O)/C=C/C2=CC=CC=C2.[Pd].[Pd] (Pd2(dba)3), CC1(C2=C(C(=CC=C2)P(C3=CC=CC=C3)C4=CC=CC=C4)OC5=C(C=CC=C51)P(C6=CC=CC=C6)C7=CC=CC=C7)C (XantPhos). Run at temperature 110 celsius. The product is C(C1=CC=CC=C1)SC=1C=CC(=C(C1)/C=C/C(=O)OCC)NC1=C(C=C(C(=C1)F)Br)C ((E)-ethyl 3-(5-(benzylthio)-2-((4-bromo-5-fluoro-2-methylphenyl)amino)phenyl)acrylate). Yield: 86.5%. RXN SMILES: [NH2:1][C:2]1[CH:7]=[CH:6][C:5]([S:8][CH2:9][C:10]2[CH:15]=[CH:14][CH:13]=[CH:12][CH:11]=2)=[CH:4][C:3]=1/[CH:16]=[CH:17]/[C:18]([O:20][CH2:21][CH3:22])=[O:19].[Br:23][C:24]1[CH:29]=[C:28]([CH3:30])[C:27](I)=[CH:26][C:25]=1[F:32].C(=O)([O-])[O-].[Cs+].[Cs+]>C1C=CC(/C=C/C(/C=C/C2C=CC=CC=2)=O)=CC=1.C1C=CC(/C=C/C(/C=C/C2C=CC=CC=2)=O)=CC=1.C1C=CC(/C=C/C(/C=C/C2C=CC=CC=2)=O)=CC=1.[Pd].[Pd].CC1(C)C2C(=C(P(C3C=CC=CC=3)C3C=CC=CC=3)C=CC=2)OC2C(P(C3C=CC=CC=3)C3C=CC=CC=3)=CC=CC1=2>[CH2:9]([S:8][C:5]1[CH:6]=[CH:7][C:2]([NH:1][C:27]2[CH:26]=[C:25]([F:32])[C:24]([Br:23])=[CH:29][C:28]=2[CH3:30])=[C:3](/[CH:16]=[CH:17]/[C:18]([O:20][CH2:21][CH3:22])=[O:19])[CH:4]=1)[C:10]1[CH:15]=[CH:14][CH:13]=[CH:12][CH:11]=1 |f:2.3.4,5.6.7.8.9|. Reported procedure: A pressure tube was charged with (E)-ethyl 3-(2-amino-5-(benzylthio)phenyl)acrylate (2.31 g, 7.37 mmol), 1-bromo-2-fluoro-4-iodo-5-methylbenzene (2.79 g, 8.84 mmol, Oakwood Chemicals), XantPhos (0.213 g, 0.369 mmol), Pd2(dba)3 (0.169 g, 0.184 mmol), and cesium carbonate (6.00 g, 18.43 mmol). The whole was purged with argon. Then toluene (14.74 ml) was added. The tube was sealed and heated in the heating block at 110° C. for 17 h. The mixture was cooled to room temperature, diluted with EtOAc, an...